The task is: describe an organic reaction: reactants, conditions, products, and yield. This data is from the Open Reaction Database (ORD), a public repository of structured organic reaction records. Reactants: O (water), OC1=CC=C(C=C1)CO (4-hydroxybenzenemethanol), N1=CC=CC=C1 (pyridine), C(C)(C)(C)C=1C=C(C(=O)Cl)C=CC1OC (3-tert-butyl-4-methoxybenzoyl chloride). The solvent is C1CCOC1 (THF), C1CCOC1 (THF). Reaction conditions: time 24 hour. The product is C(C)(C)(C)C=1C=C(C(=O)OCC2=CC=C(C=C2)O)C=CC1OC (4-(3-tert-Butyl-4-methoxybenzoyloxymethyl)phenol). RXN SMILES: [OH:1][C:2]1[CH:7]=[CH:6][C:5]([CH2:8][OH:9])=[CH:4][CH:3]=1.N1C=CC=CC=1.[C:16]([C:20]1[CH:21]=[C:22]([CH:26]=[CH:27][C:28]=1[O:29][CH3:30])[C:23](Cl)=[O:24])([CH3:19])([CH3:18])[CH3:17].O>C1COCC1>[C:16]([C:20]1[CH:21]=[C:22]([CH:26]=[CH:27][C:28]=1[O:29][CH3:30])[C:23]([O:9][CH2:8][C:5]1[CH:6]=[CH:7][C:2]([OH:1])=[CH:3][CH:4]=1)=[O:24])([CH3:19])([CH3:17])[CH3:18]. Procedure details: 1.24 g (0.01 mol) of 4-hydroxybenzenemethanol, 1 ml (0.01 mol) of pyridine and 50 ml of THF are introduced into a round-bottomed flask. While cooling in an icebath, a solution of 2.2 g (0.01 mol) of 3-tert-butyl-4-methoxybenzoyl chloride in 50 ml of THF is introduced dropwise and the mixture is stirred at room temperature for 24 h. The reaction medium is poured into water, the mixture is extracted with ethyl ether and the organic phase is separated after settling has taken place, dried over magn...